Dataset: the Open Reaction Database (ORD), a public repository of structured organic reaction records. Task: describe an organic reaction: reactants, conditions, products, and yield Starting materials: ice water, [C@H]1(CC2=CC=CC3=CC=CC1=C23)N2CCC(CC2)N2C(NC3=NC=CC=C32)=O ((R)-1-[1-(Acenaphthen-1-yl)piperidin-4-yl]-1,3-dihydro-2H-imidazo[4,5-b]pyridin-2-one), BrCC(=O)OCC (Ethyl bromoacetate), [H-].[Na+] (Sodium hydride). Solvent: CN(C)C=O (DMF). Reaction conditions: time 20 minute. The product is [C@H]1(CC2=CC=CC3=CC=CC1=C23)N2CCC(CC2)N2C(N(C3=NC=CC=C32)CC(=O)OCC)=O (ethyl (R)-2-{1-[1-(acenaphthen-1-yl)piperidin-4-yl]-1,2-dihydro-2-oxo-imidazo[4,5-b]pyridin-3-yl}acetate). Reaction SMILES: [C@H:1]1([N:13]2[CH2:18][CH2:17][CH:16]([N:19]3[C:27]4[C:22](=[N:23][CH:24]=[CH:25][CH:26]=4)[NH:21][C:20]3=[O:28])[CH2:15][CH2:14]2)[C:11]2=[C:12]3[C:7](=[CH:8][CH:9]=[CH:10]2)[CH:6]=[CH:5][CH:4]=[C:3]3[CH2:2]1.[H-].[Na+].Br[CH2:32][C:33]([O:35][CH2:36][CH3:37])=[O:34]>CN(C=O)C>[C@H:1]1([N:13]2[CH2:14][CH2:15][CH:16]([N:19]3[C:27]4[C:22](=[N:23][CH:24]=[CH:25][CH:26]=4)[N:21]([CH2:32][C:33]([O:35][CH2:36][CH3:37])=[O:34])[C:20]3=[O:28])[CH2:17][CH2:18]2)[C:11]2=[C:12]3[C:7](=[CH:8][CH:9]=[CH:10]2)[CH:6]=[CH:5][CH:4]=[C:3]3[CH2:2]1 |f:1.2|. Procedure details: (R)-1-[1-(Acenaphthen-1-yl)piperidin-4-yl]-1,3-dihydro-2H-imidazo[4,5-b]pyridin-2-one (1 g) was dissolved in DMF (30 ml). Sodium hydride (120 mg, 60%) was added, and the suspension was stirred at room temperature for 20 min. Ethyl bromoacetate (500 mg) was added, and the mixture was stirred for 2 hr. The reaction mixture was poured into ice water, and the mixture was extracted with ethyl acetate. The extract was washed with water and saturated aqueous ammonium chloride solution, dried over magne...